From a dataset of the Open Reaction Database (ORD), a public repository of structured organic reaction records. describe an organic reaction: reactants, conditions, products, and yield Starting materials: 3, O1C=CC=C1 (furan), C(\C=C/C(=O)OC)(=O)OC (dimethyl maleate), [Na+].[Br-] (NaBr), O1C=CC=C1 (furan), C(\C=C/C(=O)OC)(=O)OC (Dimethyl maleate), COC1=C(CCO1)OC.COC1(OCCC1)OC (dimethoxydihydrofuran dimethoxytetrahydrofuran), C(\C=C/C(=O)OC)(=O)OC (dimethyl maleate), dimethoxyfurans. The solvent is CO (methanol). Product: C(CCC(=O)OC)(=O)OC (dimethyl succinate), C(C(CC)C(=O)OC)(C(=O)OC)(C(=O)OC)C(=O)OC (tetramethyl butanetetracarboxylate), COC(C(=O)O)CC(=O)O (methoxysuccinic acid). RXN SMILES: [O:1]1C=C[CH:3]=[CH:2]1.[C:6]([O:14][CH3:15])(=[O:13])/[CH:7]=[CH:8]\[C:9]([O:11][CH3:12])=[O:10].[Na+].[Br-].C[O:19][C:20]1[O:24][CH2:23]CC=1OC.[CH3:27][O:28][C:29]1(OC)CCC[O:30]1>CO>[C:6]([O:14][CH3:15])(=[O:13])[CH2:7][CH2:8][C:9]([O:11][CH3:12])=[O:10].[C:7]([C:20]([O:24][CH3:23])=[O:19])([C:29]([O:28][CH3:27])=[O:30])([C:6]([O:14][CH3:15])=[O:13])[CH:8]([C:9]([O:11][CH3:12])=[O:10])[CH2:2][CH3:3].[CH3:2][O:1][CH:8]([CH2:7][C:6]([OH:14])=[O:13])[C:9]([OH:11])=[O:10] |f:2.3,4.5|. Procedure: 3 500 g of electrolyte containing 9.4% of furan, 40% of dimethyl maleate, 1% of NaBr and 49.6% of methanol were electrolyzed at 19-24° C. using a current of 5 A until the charge input was 1.1 F with respect to dimethyl maleate (which corresponds to 2.4 F with respect to furan). The effluent contained the products, furan and dimethoxyfurans, in a ratio of 1.0:9.3, which corresponds to a conversion of 90%. The selectivity to dimethoxydihydrofuran/dimethoxytetrahydrofuran was 99%. Dimethyl maleate ... The reactants are COC=1C=CC=CC1OCCNCC(COC=2C=CC=C3C2C=4C=CC=CC4N3)O (Carvedilol), ClCCl (dichloromethane), C(C)(=O)OC(C)C (isopropyl acetate), C(C)#N (acetonitrile), Br (HBr), Br (HBr), Br (HBr). Solvent: C(C)(=O)O (acetic acid). The product is COC=1C=CC=CC1OCCNCC(COC=2C=CC=C3C2C=4C=CC=CC4N3)O.Br (Carvedilol HBr). As a reaction SMILES: [CH3:1][O:2][C:3]1[CH:4]=[CH:5][CH:6]=[CH:7][C:8]=1[O:9][CH2:10][CH2:11][NH:12][CH2:13][CH:14]([OH:30])[CH2:15][O:16][C:17]1[CH:18]=[CH:19][CH:20]=[C:21]2[NH:29][C:28]3[CH:27]=[CH:26][CH:25]=[CH:24][C:23]=3[C:22]=12.ClCCl.C(OC(C)C)(=O)C.C(#N)C.[BrH:44]>C(O)(=O)C>[CH3:1][O:2][C:3]1[CH:4]=[CH:5][CH:6]=[CH:7][C:8]=1[O:9][CH2:10][CH2:11][NH:12][CH2:13][CH:14]([OH:30])[CH2:15][O:16][C:17]1[CH:18]=[CH:19][CH:20]=[C:21]2[NH:29][C:28]3[CH:27]=[CH:26][CH:25]=[CH:24][C:23]=3[C:22]=12.[BrH:44] |f:6.7|. Procedure details: Carvedilol free base is dissolved in a solvent (dichloromethane, isopropyl acetate, and acetonitrile have been used) and anhydrous HBr is added (HBr in acetic acid or gaseous HBr). The solution is cooled, and crystallization ensues. The product is filtered, washed with process solvent, and dried. Reaction SMILES: [Br:16][CH2:17][c:18]1[cH:19][cH:20][cH:21][cH:22][cH:23]1.[C:10](=[O:11])([O-:12])[O-:13].[CH3:24][C:25](=[O:26])[CH3:27].[K+:14].[K+:15].[OH:1][c:2]1[cH:3][cH:4][c:5]([C:8]#[N:9])[cH:6][cH:7]1>>[O:1]([c:2]1[cH:3][cH:4][c:5]([C:8]#[N:9])[cH:6][cH:7]1)[CH2:17][c:18]1[cH:19][cH:20][cH:21][cH:22][cH:23]1. The product is N#Cc1ccc(OCc2ccccc2)cc1. The reactants are BrCc1ccccc1, O=C([O-])[O-], CC(C)=O, [K+], [K+], N#Cc1ccc(O)cc1. The reactants are ClC=1C=C(C=CC1Cl)C1(CN(CC1)C(C1=CC=C(C=C1)OC)=O)CCCS(=O)(=O)[O-] (2-[3-(3,4-dichloro-phenyl)-1-(4-methoxy-benzoyl)-pyrrolidin-3-yl]-ethyl-methanesulfonate), Cl.C1(=CC=CC=C1)C1(CCNCC1)C(=O)N (4-phenyl-piperidine-4-carboxylic acid amide hydrochloride). Product: ClC=1C=C(C=CC1Cl)C1(CN(CC1)C(C1=CC=C(C=C1)OC)=O)CCN1CCC(CC1)(C(=O)N)C1=CC=CC=C1 (1-[2-[3-(3,4-dichloro-phenyl)-1-[4-methoxy-benzoyl)-pyrrolidin-3-yl]-ethyl]-4-phenyl-piperidine-4-carboxylic acid amide). Reaction SMILES: [Cl:1][C:2]1[CH:3]=[C:4]([C:9]2([CH2:24][CH2:25]CS([O-])(=O)=O)[CH2:13][CH2:12][N:11]([C:14](=[O:23])[C:15]3[CH:20]=[CH:19][C:18]([O:21][CH3:22])=[CH:17][CH:16]=3)[CH2:10]2)[CH:5]=[CH:6][C:7]=1[Cl:8].Cl.[C:32]1([C:38]2([C:44]([NH2:46])=[O:45])[CH2:43][CH2:42][NH:41][CH2:40][CH2:39]2)[CH:37]=[CH:36][CH:35]=[CH:34][CH:33]=1>>[Cl:1][C:2]1[CH:3]=[C:4]([C:9]2([CH2:24][CH2:25][N:41]3[CH2:40][CH2:39][C:38]([C:32]4[CH:33]=[CH:34][CH:35]=[CH:36][CH:37]=4)([C:44]([NH2:46])=[O:45])[CH2:43][CH2:42]3)[CH2:13][CH2:12][N:11]([C:14](=[O:23])[C:15]3[CH:20]=[CH:19][C:18]([O:21][CH3:22])=[CH:17][CH:16]=3)[CH2:10]2)[CH:5]=[CH:6][C:7]=1[Cl:8] |f:1.2|. Procedure details: Prepare by the method of example 27.3.1 using 2-[3-(3,4-dichloro-phenyl)-1-(4-methoxy-benzoyl)-pyrrolidin-3-yl]-ethyl-methanesulfonate (0.63 mmol) and 4-phenyl-piperidine-4-carboxylic acid amide hydrochloride (0.3 g). Purify by chromatographed on silica gel eluting sequentially with 50% ethyl acetate/hexane, 4% methanol/dichloromethane, and then 6% methanol/dichloromethane to give the title compound: Rf =0.58 (silica gel, 10% methanol in dichloromethane).